Dataset: the Open Reaction Database (ORD), a public repository of structured organic reaction records. Task: describe an organic reaction: reactants, conditions, products, and yield Reactants: O=C([O-])[O-], CS(=O)(=O)OCCc1ccc(OS(C)(=O)=O)cc1, CC#N, [K+], [K+], CC(=O)c1ccc(O)cc1. Yields the product CC(=O)c1ccc(OCCc2ccc(OS(C)(=O)=O)cc2)cc1. RXN SMILES: [C:29](=[O:30])([O-:31])[O-:32].[CH3:11][S:12]([O:13][CH2:16][CH2:17][c:18]1[cH:19][cH:20][c:21]([O:24][S:25](=[O:26])(=[O:27])[CH3:28])[cH:22][cH:23]1)(=[O:14])=[O:15].[CH3:35][C:36]#[N:37].[K+:33].[K+:34].[OH:1][c:2]1[cH:3][cH:4][c:5]([C:8]([CH3:9])=[O:10])[cH:6][cH:7]1>>[O:1]([c:2]1[cH:3][cH:4][c:5]([C:8]([CH3:9])=[O:10])[cH:6][cH:7]1)[CH2:16][CH2:17][c:18]1[cH:19][cH:20][c:21]([O:24][S:25](=[O:26])(=[O:27])[CH3:28])[cH:22][cH:23]1. Reactants: OC1=C(C=C(C=O)C=C1C(F)(F)F)OC (4-hydroxy-3-methoxy-5-trifluoromethylbenzaldehyde), Cl (Hydrochloric acid). Run in B(Br)(Br)Br (BBr3), ClCCl (dichloromethane). Run at time 2 hour. Yields the product OC=1C=C(C=O)C=C(C1O)C(F)(F)F (3,4-Dihydroxy-5-trifluoromethylbenzaldehyde). As a reaction SMILES: [OH:1][C:2]1[C:9]([C:10]([F:13])([F:12])[F:11])=[CH:8][C:5]([CH:6]=[O:7])=[CH:4][C:3]=1[O:14]C.Cl>B(Br)(Br)Br.ClCCl>[OH:14][C:3]1[CH:4]=[C:5]([CH:8]=[C:9]([C:10]([F:11])([F:12])[F:13])[C:2]=1[OH:1])[CH:6]=[O:7]. Procedure details: A solution containing 2.2 g of 4-hydroxy-3-methoxy-5-trifluoromethylbenzaldehyde in 65 ml of 1 molar BBr3 in dichloromethane was stirred for 2 h at room temperature. Hydrochloric acid was added and the organic phase was separated. The solvent was evaporated in vacuo. Yield 1.4 g (68%), m.p. 188°-192° C.